From a dataset of the Open Reaction Database (ORD), a public repository of structured organic reaction records. describe an organic reaction: reactants, conditions, products, and yield Procedure: To methyl 4-(3-amino-6-(4-oxocyclohexyl)pyrazin-2-yl)-2-fluorobenzoate (300 mg, 0.874 mmol) was added MeOH (4 mL), phenylmethanamine (112 mg, 1.048 mmol) and last dry 4 Å molecular sieves. The reaction was stirred at room temperature for 16 h. Then NaBH4 (165 mg, 4.37 mmol) was added and stirred at room temperature for 2 h followed by LCMS. To the reaction was added 150 mL of ethyl acetate, washed with saturated sodium bicarbonate, water (2×), saturated salt solution, dried over sodium sulfate, ... RXN SMILES: [NH2:1][C:2]1[C:3]([C:15]2[CH:24]=[CH:23][C:18]([C:19]([O:21][CH3:22])=[O:20])=[C:17]([F:25])[CH:16]=2)=[N:4][C:5]([CH:8]2[CH2:13][CH2:12][C:11](=O)[CH2:10][CH2:9]2)=[CH:6][N:7]=1.CO.[C:28]1([CH2:34][NH2:35])[CH:33]=[CH:32][CH:31]=[CH:30][CH:29]=1.[BH4-].[Na+]>C(OCC)(=O)C>[NH2:1][C:2]1[C:3]([C:15]2[CH:24]=[CH:23][C:18]([C:19]([O:21][CH3:22])=[O:20])=[C:17]([F:25])[CH:16]=2)=[N:4][C:5]([CH:8]2[CH2:13][CH2:12][CH:11]([NH:35][CH2:34][C:28]3[CH:33]=[CH:32][CH:31]=[CH:30][CH:29]=3)[CH2:10][CH2:9]2)=[CH:6][N:7]=1 |f:3.4|. Solvent: C(C)(=O)OCC (ethyl acetate). Yield: 92.7%. Run at time 16 hour. Reactants: NC=1C(=NC(=CN1)C1CCC(CC1)=O)C1=CC(=C(C(=O)OC)C=C1)F (methyl 4-(3-amino-6-(4-oxocyclohexyl)pyrazin-2-yl)-2-fluorobenzoate), CO (MeOH), C1(=CC=CC=C1)CN (phenylmethanamine), [BH4-].[Na+] (NaBH4). Product: NC=1C(=NC(=CN1)C1CCC(CC1)NCC1=CC=CC=C1)C1=CC(=C(C(=O)OC)C=C1)F (methyl 4-(3-amino-6-(4-(benzylamino)cyclohexyl)pyrazin-2-yl)-2-fluorobenzoate). Starting materials: C(C)(=O)NC(C(=O)OCC)C(=O)OCC (Diethyl acetamidomalonate), [O-]CC.[Na+] (sodium ethoxide), BrCCCCCCCCCCCCOC1OCCCC1 (1-bromo-12-tetrahydropyranyloxydodecane). Solvent: C(C)O (ethanol), C(C)O (ethanol). Yields the product C(C)(=O)NC(C(=O)OCC)(C(=O)OCC)CCCCCCCCCCCCOC1OCCCC1 (diethyl 2-acetamido-2-(12-tetrahydropyranyloxydodecyl)malonate). The yield is 39.2%. Reaction SMILES: [C:1]([NH:4][CH:5]([C:11]([O:13][CH2:14][CH3:15])=[O:12])[C:6]([O:8][CH2:9][CH3:10])=[O:7])(=[O:3])[CH3:2].[O-]CC.[Na+].Br[CH2:21][CH2:22][CH2:23][CH2:24][CH2:25][CH2:26][CH2:27][CH2:28][CH2:29][CH2:30][CH2:31][CH2:32][O:33][CH:34]1[CH2:39][CH2:38][CH2:37][CH2:36][O:35]1>C(O)C>[C:1]([NH:4][C:5]([CH2:21][CH2:22][CH2:23][CH2:24][CH2:25][CH2:26][CH2:27][CH2:28][CH2:29][CH2:30][CH2:31][CH2:32][O:33][CH:34]1[CH2:39][CH2:38][CH2:37][CH2:36][O:35]1)([C:11]([O:13][CH2:14][CH3:15])=[O:12])[C:6]([O:8][CH2:9][CH3:10])=[O:7])(=[O:3])[CH3:2] |f:1.2|. Procedure details: Diethyl acetamidomalonate (6.996 g) and 3.189 g of sodium ethoxide were dissolved in 130 ml of dry ethanol and a solution of 10.698 g of 1-bromo-12-tetrahydropyranyloxydodecane in 200 ml of dry ethanol was added thereto. The mixture was refluxed under heating for 8 hours. The solvent was distilled away under reduced pressure and the residue was purified by silica gel column chromatography to give 5.837 g of diethyl 2-acetamido-2-(12-tetrahydropyranyloxydodecyl)malonate. The product is C1(CCCCC1)ON1C(CC(CC1(C)C)OC(C1=CC=CC=C1)=O)(C)C (1-Cyclohexyloxy-4-benzoyloxy-2,2,6,6-tetramethylpiperidine). Procedure: 2,2′-Dipyridyl (0.056 g, 0.36 mmol) is stirred with 28 ml of acetonitrile. To the acetonitrile solution is added a solution of 0.098 g (0.36 mmol) of ferric chloride hexahydrate in 2 ml of water. This purple mixture is stirred for 10 minutes prior to adding 19 ml of cyclohexane and 5.00 g (18.1 mmol) of 1-oxyl-4-benzoyloxy-2,2,6,6-tetramethylpiperidine. A solution of 3.84 g (69.5 mmol) of 50% aqueous hydrogen peroxide is added to the reaction mixture dropwise over 2.25 hours while the temperatur... Solvent: C1CCCCC1 (cyclohexane), O (water), C(C)(=O)OCC (Ethyl acetate). As a reaction SMILES: [C:1](#N)[CH3:2].[OH:4][N:5]1[C:10]([CH3:12])([CH3:11])[CH2:9][CH:8]([O:13][C:14](=[O:21])[C:15]2[CH:20]=[CH:19][CH:18]=[CH:17][CH:16]=2)[CH2:7][C:6]1([CH3:23])[CH3:22].OO.S([O-])([O-])=O.[Na+].[Na+]>O.C(OCC)(=O)C.C1CCCCC1>[CH:2]1([O:4][N:5]2[C:10]([CH3:12])([CH3:11])[CH2:9][CH:8]([O:13][C:14](=[O:21])[C:15]3[CH:20]=[CH:19][CH:18]=[CH:17][CH:16]=3)[CH2:7][C:6]2([CH3:23])[CH3:22])[CH2:1][CH2:8][CH2:7][CH2:6][CH2:22]1 |f:3.4.5|. The yield is 74.0%. Reactants: ON1C(CC(CC1(C)C)OC(C1=CC=CC=C1)=O)(C)C (1-oxyl-4-benzoyloxy-2,2,6,6-tetramethylpiperidine), C(C)#N (acetonitrile), ferric chloride hexahydrate, C(C)#N (acetonitrile), OO (hydrogen peroxide), peroxide, S(=O)([O-])[O-].[Na+].[Na+] (sodium sulfite), peroxide. Run at temperature 62 celsius, time 10 minute.